This data is from the Open Reaction Database (ORD), a public repository of structured organic reaction records. The task is: describe an organic reaction: reactants, conditions, products, and yield Reaction SMILES: Cl[C:2]1[C:7]([N+:8]([O-:10])=[O:9])=[C:6](Cl)[CH:5]=[C:4]([CH3:12])[N:3]=1.[C:13](=[O:16])([O-])[O-].[K+].[K+].[F:19][C:20]([F:24])([F:23])[CH2:21][OH:22]>O>[F:19][C:20]([F:24])([F:23])[CH2:21][O:22][C:2]1[C:7]([N+:8]([O-:10])=[O:9])=[C:6]([O:16][CH2:13][C:20]([F:24])([F:23])[F:19])[CH:5]=[C:4]([CH3:12])[N:3]=1 |f:1.2.3|. Starting materials: ClC1=NC(=CC(=C1[N+](=O)[O-])Cl)C (2,4-Dichloro-6-methyl-3-nitropyridine), FC(CO)(F)F (2,2,2-trifluoroethanol), C([O-])([O-])=O.[K+].[K+] (potassium carbonate). The solvent is O (water). Product: FC(COC1=NC(=CC(=C1[N+](=O)[O-])OCC(F)(F)F)C)(F)F (2,4-bis(2,2,2-trifluoroethoxy)-6-methyl-3-nitropyridine). Reported procedure: 2,4-Dichloro-6-methyl-3-nitropyridine (30 g, 144.9 mmol) was dissolved in 2,2,2-trifluoroethanol (250 mL), and potassium carbonate (50 g, 361.8 mmol) was added thereto, followed by reflux for 21 hours. The reaction mixture was diluted with water, and then subjected to extraction with chloroform. The organic layer was washed with saturated brine and then dried over sodium sulfate anhydrate, followed by concentration under reduced pressure, to thereby yield 2,4-bis(2,2,2-trifluoroethoxy)-6-methyl-... The yield is 94.0%. The reactants are ClC=1N=CN=C2SC=3CC[C@@H](C3C12)CC(C#N)O (3-[(3R)-12-chloro-7-thia-9,11-diazatricyclo[6.4.0.0^[2,6]]dodeca-1(12),2(6),8,10-tetraen-3-yl]-2-hydroxypropanenitrile), C(C)(C)(C)[Si](C)(C)Cl (tert-butyl(chloro)dimethylsilane), N1C=NC=C1 (imidazole). Solvent: CN(C)C=O (DMF), C(Cl)Cl (DCM). Run at time 2 hour. The product is [Si](C)(C)(C(C)(C)C)OC(C#N)C[C@@H]1C=2C3=C(N=CN=C3SC2CC1)Cl (2-[(tert-butyldimethylsilyl)oxy]-3-[(3R)-12-chloro-7-thia-9,11-diazatricyclo[6.4.0.0[2,6]]dodeca-1(12),2(6),8,10-tetraen-3-yl]propanenitrile). Yield: 98.2%. RXN SMILES: [Cl:1][C:2]1[N:3]=[CH:4][N:5]=[C:6]2[C:13]=1[C:12]1[C@@H:11]([CH2:14][CH:15]([OH:18])[C:16]#[N:17])[CH2:10][CH2:9][C:8]=1[S:7]2.[C:19]([Si:23](Cl)([CH3:25])[CH3:24])([CH3:22])([CH3:21])[CH3:20].N1C=CN=C1>CN(C=O)C.C(Cl)Cl>[Si:23]([O:18][CH:15]([CH2:14][C@H:11]1[CH2:10][CH2:9][C:8]2[S:7][C:6]3[C:13](=[C:2]([Cl:1])[N:3]=[CH:4][N:5]=3)[C:12]1=2)[C:16]#[N:17])([C:19]([CH3:22])([CH3:21])[CH3:20])([CH3:25])[CH3:24]. Procedure: To a solution of 3-[(3R)-12-chloro-7-thia-9,11-diazatricyclo[6.4.0.0^[2,6]]dodeca-1(12),2(6),8,10-tetraen-3-yl]-2-hydroxypropanenitrile (170 mg, 0.61 mmol, 1.00 equiv) in 5 mL of distilled DMF was added tert-butyl(chloro)dimethylsilane (138 mg, 0.92 mmol, 1.50 equiv) and imidazole (124 mg, 1.82 mmol, 3.00 equiv) at room temperature under nitrogen. The resulting solution was stirred for 2 h at ambient temperature and diluted with DCM (30 mL), washed with brine, dried over anhydrous sodium sulfate... Starting materials: Cl.Cl.Cl.N1C=NC(=C1)CN1CC(N(CC2=C1C=CC(=C2)C=2C=NC=CC2)C(C(F)(F)F)=O)CC2=CC=CC=C2 (2,3,4,5-Tetrahydro-1-(1H-imidazol-4-ylmethyl)-3-(phenylmethyl)-7-(3-pyridinyl)-4-(trifluoroacetyl)-1H-1,4-benzodiazepine, trihydrochloride). The solvent is C(=O)(C(F)(F)F)O (TFA), C(Cl)Cl (methylene chloride). The product is C(#N)C=1C=CC2=C(CN([C@@H](CN2)CC2=CC=CC=C2)C(CC2=CC=CC=C2)=O)C1 ((R)-7-cyano-2,3,4,5-tetrahydro-4-(phenylacetyl)-3-(phenylmethyl)-1H-1,4-benzodiazepine). Isolated yield 131.1%. As a reaction SMILES: Cl.Cl.Cl.N1C=C(C[N:10]2[C:16]3[CH:17]=CC(C4C=NC=CC=4)=[CH:20][C:15]=3[CH2:14][N:13]([C:27](=[O:32])[C:28](F)(F)F)[CH:12]([CH2:33][C:34]3[CH:39]=[CH:38][CH:37]=[CH:36][CH:35]=3)[CH2:11]2)N=C1>C(O)(C(F)(F)F)=O.C(Cl)Cl>[C:11]([C:12]1[CH:33]=[CH:17][C:16]2[NH:10][CH2:11][C@@H:12]([CH2:33][C:34]3[CH:39]=[CH:38][CH:37]=[CH:36][CH:35]=3)[N:13]([C:27](=[O:32])[CH2:28][C:34]3[CH:39]=[CH:38][CH:37]=[CH:36][CH:35]=3)[CH2:14][C:15]=2[CH:20]=1)#[N:10] |f:0.1.2.3|. Procedure: A solution of Compound B (1.1g, 2.8 mmol) in TFA (8 mL) and methylene chloride (8 mL) was stirred for 3 h and concentrated. Trituration with ethyl ether and drying under vacuum afforded 700 mg (74%) of Compound C as a white solid. MS (M+H)+ 337. RXN SMILES: [CH2:18]1[O:19][CH2:20][CH2:21][CH2:22]1.[N:1](=[C:2]=[S:3])[CH:4]1[CH2:5][CH2:6][c:7]2[c:8]([CH3:13])[cH:9][cH:10][cH:11][c:12]21.[NH2:14][CH2:15][CH2:16][OH:17]>>[NH:1]([C:2](=[S:3])[NH:14][CH2:15][CH2:16][OH:17])[CH:4]1[CH2:5][CH2:6][c:7]2[c:8]([CH3:13])[cH:9][cH:10][cH:11][c:12]21. Reactants: C1CCOC1, Cc1cccc2c1CCC2N=C=S, NCCO. Product: Cc1cccc2c1CCC2NC(=S)NCCO.